From a dataset of the Open Reaction Database (ORD), a public repository of structured organic reaction records. describe an organic reaction: reactants, conditions, products, and yield Starting materials: C(C)(C)(C)OC(NC1(CCC1)C1=CC=C(C=C1)C1=C(OC2=CC=C(C=C2C1=O)F)C1=CC=CC=C1)=O ({1-[4-(6-fluoro-4-oxo-2-phenyl-4H-chromen-3-yl)-phenyl]-cyclobutyl}-carbamic acid tert-butyl ester), OCCN1C(C2=C(C=C1)C(C(=C(O2)C2=CC=CC=C2)I)=O)=O (7-(2-hydroxy-ethyl)-3-iodo-2-phenyl-7H-pyrano[2,3-c]pyridine-4,8-dione). Yields the product C(C)(C)(C)OC(NC1(CCC1)C1=CC=C(C=C1)C=1C(C2=C(C(N(C=C2)CCO)=O)OC1C1=CC=CC=C1)=O)=O ((1-{4-[7-(2-Hydroxy-ethyl)-4,8-dioxo-2-phenyl-7,8-dihydro-4H-pyrano[2,3-c]pyridin-3-yl]-phenyl}-cyclobutyl)-carbamic acid tert-butyl ester). The yield is 96.0%. As a reaction SMILES: [C:1]([O:5][C:6](=[O:36])[NH:7][C:8]1([C:12]2[CH:17]=[CH:16][C:15](C3C(=O)C4C(=CC=C(F)C=4)OC=3C3C=CC=CC=3)=[CH:14][CH:13]=2)[CH2:11][CH2:10][CH2:9]1)([CH3:4])([CH3:3])[CH3:2].[OH:37][CH2:38][CH2:39][N:40]1[CH:45]=[CH:44][C:43]2[C:46](=[O:57])[C:47](I)=[C:48]([C:50]3[CH:55]=[CH:54][CH:53]=[CH:52][CH:51]=3)[O:49][C:42]=2[C:41]1=[O:58]>>[C:1]([O:5][C:6](=[O:36])[NH:7][C:8]1([C:12]2[CH:13]=[CH:14][C:15]([C:47]3[C:46](=[O:57])[C:43]4[CH:44]=[CH:45][N:40]([CH2:39][CH2:38][OH:37])[C:41](=[O:58])[C:42]=4[O:49][C:48]=3[C:50]3[CH:55]=[CH:54][CH:53]=[CH:52][CH:51]=3)=[CH:16][CH:17]=2)[CH2:9][CH2:10][CH2:11]1)([CH3:4])([CH3:2])[CH3:3]. Reported procedure: Following the procedure used to prepare {1-[4-(6-fluoro-4-oxo-2-phenyl-4H-chromen-3-yl)-phenyl]-cyclobutyl}-carbamic acid tert-butyl ester, 7-(2-hydroxy-ethyl)-3-iodo-2-phenyl-7H-pyrano[2,3-c]pyridine-4,8-dione was reacted to give the title compound (56 mg, 96%) as a colourless solid. LCMS (Method A): RT=4.41 min, [M+H]+=529. Starting materials: CC(=O)OC(C)=O, Cc1cc2c(cc1C)C(=O)C(Br)=C(N)C2=O, O=S(=O)(O)O. Yields the product CC(=O)NC1=C(Br)C(=O)c2cc(C)c(C)cc2C1=O. RXN SMILES: [CH3:22][C:23](=[O:24])[O:25][C:26](=[O:27])[CH3:28].[NH2:1][C:2]1=[C:11]([Br:12])[C:10](=[O:13])[c:9]2[c:4]([cH:5][c:6]([CH3:15])[c:7]([CH3:14])[cH:8]2)[C:3]1=[O:16].[S:17](=[O:18])(=[O:19])([OH:20])[OH:21]>>[NH:1]([C:2]1=[C:11]([Br:12])[C:10](=[O:13])[c:9]2[c:4]([cH:5][c:6]([CH3:15])[c:7]([CH3:14])[cH:8]2)[C:3]1=[O:16])[C:23]([CH3:22])=[O:24]. Starting materials: COC1=C(COCCCOC2=CC=C(C=C2)C2C(CNCC2)O)C=CC=C1 (4-{4-[3-(2-methoxybenzyloxy)propoxy]phenyl}piperidin-3-ol), C(=O)OCC1=CC=CC=C1 (benzyl formate), C([O-])([O-])=O.[Na+].[Na+] (sodium carbonate). Run at time 10 minute. The product is OC1CN(CCC1C1=CC=C(C=C1)OCCCOCC1=C(C=CC=C1)OC)C(=O)OCC1=CC=CC=C1 (Benzyl 3-hydroxy-4-{4-[3-(2-methoxybenzyloxy)propoxy]phenyl}piperidine-1-carboxylate), SiO2. Reported procedure: The solution of 3.0 g of 4-{4-[3-(2-methoxybenzyloxy)propoxy]phenyl}piperidin-3-ol in 30 ml of ethyl acetate is cooled to 0° C. with stirring and admixed with 30 ml of saturated aqueous sodium carbonate solution. At 0-5° C., 1.32 ml of benzyl formate are added dropwise. After 10 minutes, the reaction mixture is poured onto water (250 ml) and extracted with ethyl acetate (2×250 ml). The organic phases are washed with brine (1×250 ml), dried over sodium sulphate and concentrated by evaporation. Th... Reaction SMILES: [CH3:1][O:2][C:3]1[CH:27]=[CH:26][CH:25]=[CH:24][C:4]=1[CH2:5][O:6][CH2:7][CH2:8][CH2:9][O:10][C:11]1[CH:16]=[CH:15][C:14]([CH:17]2[CH2:22][CH2:21][NH:20][CH2:19][CH:18]2[OH:23])=[CH:13][CH:12]=1.C(=O)([O-])[O-].[Na+].[Na+].[CH:34]([O:36][CH2:37][C:38]1[CH:43]=[CH:42][CH:41]=[CH:40][CH:39]=1)=[O:35]>C(OCC)(=O)C>[OH:23][CH:18]1[CH:17]([C:14]2[CH:15]=[CH:16][C:11]([O:10][CH2:9][CH2:8][CH2:7][O:6][CH2:5][C:4]3[CH:24]=[CH:25][CH:26]=[CH:27][C:3]=3[O:2][CH3:1])=[CH:12][CH:13]=2)[CH2:22][CH2:21][N:20]([C:34]([O:36][CH2:37][C:38]2[CH:43]=[CH:42][CH:41]=[CH:40][CH:39]=2)=[O:35])[CH2:19]1 |f:1.2.3|. Solvent: C(C)(=O)OCC (ethyl acetate). Reactants: COc1ccc(N2C(=O)N(Cc3ccnc4ccccc34)C(C)(C)C2=O)cc1OCC=O, CN1CCC(N)CC1. Yields the product COc1ccc(N2C(=O)N(Cc3ccnc4ccccc34)C(C)(C)C2=O)cc1OCCNC1CCN(C)CC1. Reaction SMILES: [CH3:1][C:2]1([CH3:32])[N:3]([CH2:21][c:22]2[cH:23][cH:24][n:25][c:26]3[cH:27][cH:28][cH:29][cH:30][c:31]23)[C:4](=[O:20])[N:5]([c:8]2[cH:9][cH:10][c:11]([O:18][CH3:19])[c:12]([O:13][CH2:14][CH:15]=[O:16])[cH:17]2)[C:6]1=[O:7].[NH2:33][CH:34]1[CH2:35][CH2:36][N:37]([CH3:40])[CH2:38][CH2:39]1>>[CH3:1][C:2]1([CH3:32])[N:3]([CH2:21][c:22]2[cH:23][cH:24][n:25][c:26]3[cH:27][cH:28][cH:29][cH:30][c:31]23)[C:4](=[O:20])[N:5]([c:8]2[cH:9][cH:10][c:11]([O:18][CH3:19])[c:12]([O:13][CH2:14][CH2:15][NH:33][CH:34]3[CH2:35][CH2:36][N:37]([CH3:40])[CH2:38][CH2:39]3)[cH:17]2)[C:6]1=[O:7]. Starting materials: C(C)(=O)OC(C)=O (acetic anhydride), C(C)(=O)OC(=C)C (isopropenyl acetate), crude product, N1=CC=CC=C1 (pyridine), C(C)(=O)OC1=CC=2[C@@H](C[C@H]3[C@@H]4CCC([C@@]4(C)CC[C@@H]3C2C=C1)=O)CC(=O)OCC (3-acetoxy-6β-ethoxycarbonylmethyl-1,3,5(10) estratrien-17-one). Run in C(Cl)Cl (methylene chloride). The product is C(C)(=O)OC1=CC=2[C@@H](C[C@H]3[C@@H]4CC=C([C@@]4(C)CC[C@@H]3C2C=C1)OC(C)=O)CC(=O)OCC (3,17-diacetoxy-6β-ethoxycarbonylmethyl-1,3,5(10),16-estratetraene). As a reaction SMILES: [C:1](OC(=O)C)(=[O:3])[CH3:2].N1C=CC=CC=1.[C:14]([O:17][C:18]1[CH:35]=[CH:34][C:33]2[C@@H:32]3[C@H:23]([C@H:24]4[C@@:28]([CH2:30][CH2:31]3)([CH3:29])[C:27](=[O:36])[CH2:26][CH2:25]4)[CH2:22][C@@H:21]([CH2:37][C:38]([O:40][CH2:41][CH3:42])=[O:39])[C:20]=2[CH:19]=1)(=[O:16])[CH3:15].C(OC(C)=C)(=O)C>C(Cl)Cl>[C:14]([O:17][C:18]1[CH:35]=[CH:34][C:33]2[C@@H:32]3[C@H:23]([C@H:24]4[C@@:28]([CH2:30][CH2:31]3)([CH3:29])[C:27]([O:36][C:1](=[O:3])[CH3:2])=[CH:26][CH2:25]4)[CH2:22][C@@H:21]([CH2:37][C:38]([O:40][CH2:41][CH3:42])=[O:39])[C:20]=2[CH:19]=1)(=[O:16])[CH3:15]. Procedure: 10.0 g. of 3-hydroxy-6β-ethoxycarbonylmethyl-1,3,5(10)-estratrien-17-one -- produced in accordance with A2 -- is acetylated with 20 ml. of acetic anhydride in 20 ml. of pyridine for 20 hours at room temperature. After precipitation into ice water, filtration, and taking up the precipitate in methylene chloride, the reaction product is dried and evaporated, thus obtaining 11.8 g. of 3-acetoxy-6β-ethoxycarbonylmethyl-1,3,5(10) estratrien-17-one, which is heated to the boiling point with 140 ml. of... The reactants are Cc1ccc([N+](=O)[O-])cc1Br, O=C([O-])[O-], CCOC(C)=O, CCO, [K+], [K+], O, O, Cl[Sn]Cl. Yields the product Cc1ccc(N)cc1Br. As a reaction SMILES: [Br:1][c:2]1[c:3]([CH3:11])[cH:4][cH:5][c:6]([N+:8]([O-:9])=[O:10])[cH:7]1.[C:20](=[O:21])([O-:22])[O-:23].[CH2:26]([O:27][C:28](=[O:29])[CH3:30])[CH3:31].[CH3:12][CH2:13][OH:14].[K+:24].[K+:25].[OH2:15].[OH2:16].[Sn:17]([Cl:18])[Cl:19]>>[Br:1][c:2]1[c:3]([CH3:11])[cH:4][cH:5][c:6]([NH2:8])[cH:7]1. Yields the product CO[Si](CCCOc1cccc(OC(=O)c2ccccc2)c1)(OC)OC. RXN SMILES: [C:1]([c:2]1[cH:3][cH:4][cH:5][cH:6][cH:7]1)(=[O:8])[O:9][c:10]1[cH:11][c:12]([O:16][CH2:17][CH:18]=[CH2:19])[cH:13][cH:14][cH:15]1.[CH3:20][O:21][SiH:22]([O:23][CH3:24])[O:25][CH3:26].[CH3:28][c:29]1[cH:30][cH:31][cH:32][cH:33][cH:34]1.[Pt:27]>>[C:1]([c:2]1[cH:3][cH:4][cH:5][cH:6][cH:7]1)(=[O:8])[O:9][c:10]1[cH:11][c:12]([O:16][CH2:17][CH2:18][CH2:19][Si:22]([O:21][CH3:20])([O:23][CH3:24])[O:25][CH3:26])[cH:13][cH:14][cH:15]1. Reactants: C=CCOc1cccc(OC(=O)c2ccccc2)c1, CO[SiH](OC)OC, Cc1ccccc1, [Pt].